From a dataset of the Open Reaction Database (ORD), a public repository of structured organic reaction records. describe an organic reaction: reactants, conditions, products, and yield Starting materials: CCN(C(C)C)C(C)C, CCOC(=O)C=CN(C)C, N#Cc1c(Cl)c(F)cc(C(=O)Cl)c1Cl, ClCCl. Product: CCOC(=O)C(=CN(C)C)C(=O)c1cc(F)c(Cl)c(C#N)c1Cl. As a reaction SMILES: [CH2:25]([N:26]([CH:27]([CH3:28])[CH3:29])[CH:30]([CH3:31])[CH3:32])[CH3:33].[CH3:15][N:16]([CH:17]=[CH:18][C:19](=[O:20])[O:21][CH2:22][CH3:23])[CH3:24].[Cl:1][c:2]1[c:3]([C:4](=[O:5])[Cl:6])[cH:7][c:8]([F:14])[c:9]([Cl:13])[c:10]1[C:11]#[N:12].[Cl:34][CH2:35][Cl:36]>>[Cl:1][c:2]1[c:3]([C:4](=[O:5])[C:18](=[CH:17][N:16]([CH3:15])[CH3:24])[C:19](=[O:20])[O:21][CH2:22][CH3:23])[cH:7][c:8]([F:14])[c:9]([Cl:13])[c:10]1[C:11]#[N:12]. Reactants: ClC(=O)OC1=CC=C(C=C1)[N+](=O)[O-] (4-(nitro)phenyl chloroformate), C(C#C)C1CCN(CC1)C(=O)OC(C)(C)C (tert-butyl 4-(prop-2-ynyl)piperidine-1-carboxylate). Yields the product C(C#C)C1CCN(CC1)C(=O)OC1=CC=C(C=C1)[N+](=O)[O-] (4-(nitro)phenyl 4-(prop-2-ynyl)piperidine-1-carboxylate). As a reaction SMILES: Cl[C:2]([O:4][C:5]1[CH:10]=[CH:9][C:8]([N+:11]([O-:13])=[O:12])=[CH:7][CH:6]=1)=[O:3].[CH2:14]([CH:17]1[CH2:22][CH2:21][N:20](C(OC(C)(C)C)=O)[CH2:19][CH2:18]1)[C:15]#[CH:16]>>[CH2:14]([CH:17]1[CH2:22][CH2:21][N:20]([C:2]([O:4][C:5]2[CH:10]=[CH:9][C:8]([N+:11]([O-:13])=[O:12])=[CH:7][CH:6]=2)=[O:3])[CH2:19][CH2:18]1)[C:15]#[CH:16]. Procedure details: 4-(nitro)phenyl chloroformate (5.0 g, 24.8 mmol) was added to a solution of tert-butyl 4-(prop-2-ynyl)piperidine-1-carboxylate (4.25 g, 19.0 mmol) according to general procedure 1. Yield=5.72 g, 80%. m/z MH+=289.04. HPLC rt=10.4 min. Reactants: N#CCC(N)=S, CC(C)c1cc(C=O)cc(C(C)C)c1O. Yields the product CC(C)c1cc(C=C(C#N)C(N)=S)cc(C(C)C)c1O. As a reaction SMILES: [C:16](#[N:17])[CH2:18][C:19](=[S:20])[NH2:21].[CH:1]([CH3:2])([CH3:3])[c:4]1[cH:5][c:6]([CH:7]=[O:8])[cH:9][c:10]([CH:13]([CH3:14])[CH3:15])[c:11]1[OH:12]>>[CH:1]([CH3:2])([CH3:3])[c:4]1[cH:5][c:6]([CH:7]=[C:18]([C:16]#[N:17])[C:19](=[S:20])[NH2:21])[cH:9][c:10]([CH:13]([CH3:14])[CH3:15])[c:11]1[OH:12]. The reactants are ClC1=C(C=CC=C1)C1=C(N=C(S1)C)C(=O)O (5-(2-chloro-phenyl)-2-methyl-thiazole-4-carboxylic acid), N1C[C@@H](CCC1)NC(=O)C1=C(N=C2SC=CN21)C ((R)-6-methyl-imidazo[2,1-b]-thiazole-5-carboxylic acid-piperidin-3-ylamide). Product: ClC1=C(C=CC=C1)C1=C(N=C(S1)C)C(=O)N1C[C@@H](CCC1)NC(=O)C1=C(N=C2SC=CN21)C ((R)-6-Methyl-imidazo[2,1-b]thiazole-5-carboxylic acid{1-[5-(2-chloro-phenyl)-2-methyl-thiazole-4-carbonyl]-piperidin-3-yl}-amide). As a reaction SMILES: [Cl:1][C:2]1[CH:7]=[CH:6][CH:5]=[CH:4][C:3]=1[C:8]1[S:12][C:11]([CH3:13])=[N:10][C:9]=1[C:14]([OH:16])=O.[NH:17]1[CH2:22][CH2:21][CH2:20][C@@H:19]([NH:23][C:24]([C:26]2[N:33]3[C:29]([S:30][CH:31]=[CH:32]3)=[N:28][C:27]=2[CH3:34])=[O:25])[CH2:18]1>>[Cl:1][C:2]1[CH:7]=[CH:6][CH:5]=[CH:4][C:3]=1[C:8]1[S:12][C:11]([CH3:13])=[N:10][C:9]=1[C:14]([N:17]1[CH2:22][CH2:21][CH2:20][C@@H:19]([NH:23][C:24]([C:26]2[N:33]3[C:29]([S:30][CH:31]=[CH:32]3)=[N:28][C:27]=2[CH3:34])=[O:25])[CH2:18]1)=[O:16]. Procedure details: prepared by reaction of 5-(2-chloro-phenyl)-2-methyl-thiazole-4-carboxylic acid with (R)-6-methyl-imidazo[2,1-b]-thiazole-5-carboxylic acid-piperidin-3-ylamide. Reactants: CO, O=[N+]([O-])c1nccn1CCI. The product is C=Cn1ccnc1[N+](=O)[O-]. As a reaction SMILES: [CH3:12][OH:13].[I:1][CH2:2][CH2:3][n:4]1[c:5]([N+:9](=[O:10])[O-:11])[n:6][cH:7][cH:8]1>>[CH2:2]=[CH:3][n:4]1[c:5]([N+:9](=[O:10])[O-:11])[n:6][cH:7][cH:8]1. Reactants: O.[OH-].[Li+] (Lithium hydroxide monohydrate), COC(CC1=CC2=CC=C(C=C2C(=C1C)C1=CC=C(C=C1)S(=O)(=O)C1=CC(=CC=C1)Cl)F)=O ({4-[4-(3-chloro-benzenesulfonyl)-phenyl]-6-fluoro-3-methyl-naphthalen-2-yl}-acetic acid methyl ester). Run in hexanes, C1CCOC1.O (THF H2O). Run at time 16 hour. Yields the product ClC=1C=C(C=CC1)S(=O)(=O)C1=CC=C(C=C1)C1=C(C(=CC2=CC=C(C=C12)F)CC(=O)O)C ({4-[4-(3-chloro-benzenesulfonyl)-phenyl]-6-fluoro-3-methyl-naphthalen-2-yl}-acetic acid). Isolated yield 55.1%. RXN SMILES: O.[OH-].[Li+].C[O:5][C:6](=[O:36])[CH2:7][C:8]1[C:17]([CH3:18])=[C:16]([C:19]2[CH:24]=[CH:23][C:22]([S:25]([C:28]3[CH:33]=[CH:32][CH:31]=[C:30]([Cl:34])[CH:29]=3)(=[O:27])=[O:26])=[CH:21][CH:20]=2)[C:15]2[C:10](=[CH:11][CH:12]=[C:13]([F:35])[CH:14]=2)[CH:9]=1>C1COCC1.O>[Cl:34][C:30]1[CH:29]=[C:28]([S:25]([C:22]2[CH:21]=[CH:20][C:19]([C:16]3[C:15]4[C:10](=[CH:11][CH:12]=[C:13]([F:35])[CH:14]=4)[CH:9]=[C:8]([CH2:7][C:6]([OH:36])=[O:5])[C:17]=3[CH3:18])=[CH:24][CH:23]=2)(=[O:27])=[O:26])[CH:33]=[CH:32][CH:31]=1 |f:0.1.2,4.5|. Reported procedure: Lithium hydroxide monohydrate (0.022 g, 0.52 mmol) was added to a stirred solution of {4-[4-(3-chloro-benzenesulfonyl)-phenyl]-6-fluoro-3-methyl-naphthalen-2-yl}-acetic acid methyl ester (0.063 g, 0.12 mmol) in a 3:1 THF—H2O mixture (4 mL). The reaction mixture was stirred for 16 hours at room temperature. The THF was distilled off under reduced pressure, and the crude residue was diluted with water, acidified [pH˜2] via the drop-wise addition of an aqueous solution of hydrochloric acid (6.0 N)....